This data is from the Open Reaction Database (ORD), a public repository of structured organic reaction records. The task is: describe an organic reaction: reactants, conditions, products, and yield The reactants are NC1=NC(=C(C(=N1)N)O)CC (2,4-diamino-6-ethyl-5-hydroxypyrimidine), [OH-].[K+] (potassium hydroxide), C(C)OC(=O)CCCOC=1C=C2C(=CC(=NC2=CC1)C)OCCCBr (3-(6-(3-ethoxycarbonylpropoxy)-2-methylquinolin-4-yloxy)propyl bromide). Run in CN(C)C=O (DMF). Run at temperature 25 celsius, time 8 hour. The product is NC1=NC(=C(C(=N1)N)OCCCOC1=CC(=NC2=CC=C(C=C12)OCCCC(=O)OCC)C)CC (2,4-diamino-6-ethyl-5-(3-(6-(3-ethoxycarbonylpropoxy)-2-methylquinolin-4-yloxy)propoxy)pyrimidine). The yield is 37.0%. RXN SMILES: [NH2:1][C:2]1[N:7]=[C:6]([NH2:8])[C:5]([OH:9])=[C:4]([CH2:10][CH3:11])[N:3]=1.[OH-].[K+].[CH2:14]([O:16][C:17]([CH2:19][CH2:20][CH2:21][O:22][C:23]1[CH:24]=[C:25]2[C:30](=[CH:31][CH:32]=1)[N:29]=[C:28]([CH3:33])[CH:27]=[C:26]2[O:34][CH2:35][CH2:36][CH2:37]Br)=[O:18])[CH3:15]>CN(C=O)C>[NH2:1][C:2]1[N:7]=[C:6]([NH2:8])[C:5]([O:9][CH2:37][CH2:36][CH2:35][O:34][C:26]2[C:25]3[C:30](=[CH:31][CH:32]=[C:23]([O:22][CH2:21][CH2:20][CH2:19][C:17]([O:16][CH2:14][CH3:15])=[O:18])[CH:24]=3)[N:29]=[C:28]([CH3:33])[CH:27]=2)=[C:4]([CH2:10][CH3:11])[N:3]=1 |f:1.2|. Reported procedure: A mixture of 2,4-diamino-6-ethyl-5-hydroxypyrimidine (0.308 g, 2.0 mmol), potassium hydroxide (0.123 g, 2.2 mmol) and 3-(6-(3-ethoxycarbonylpropoxy)-2-methylquinolin-4-yloxy)propyl bromide (0.821 g, 2.0 mmol) in DMF was stirred at 25° C. overnight. The DMF was evaporated to dryness and the residue was purified by column chromatography over silica gel (4% MeOH: 96% CH2Cl2 as eluent). The product was obtained as a light yellow solid (0.3578 g, 37%). 1H NMR (400 MHz, DMSO-d6): 0.90 (3H, t, J=7.5 Hz...